Task: describe an organic reaction: reactants, conditions, products, and yield. Dataset: the Open Reaction Database (ORD), a public repository of structured organic reaction records Reactants: C1(=CC=CC=C1)C1=C(C(=CC=C1)[N+](=O)[O-])C (2-phenyl-6-nitrotoluene), BrBr (bromine). The reagents and catalysts are C(C1=CC=CC=C1)(=O)OOC(C1=CC=CC=C1)=O (benzoyl peroxide). Yields the product C1(=CC=CC=C1)C1=C(CBr)C(=CC=C1)[N+](=O)[O-] (2-phenyl-6-nitrobenzyl bromide). The yield is 73.0%. As a reaction SMILES: [C:1]1([C:7]2[CH:12]=[CH:11][CH:10]=[C:9]([N+:13]([O-:15])=[O:14])[C:8]=2[CH3:16])[CH:6]=[CH:5][CH:4]=[CH:3][CH:2]=1.[Br:17]Br>C(OOC(=O)C1C=CC=CC=1)(=O)C1C=CC=CC=1>[C:1]1([C:7]2[CH:12]=[CH:11][CH:10]=[C:9]([N+:13]([O-:15])=[O:14])[C:8]=2[CH2:16][Br:17])[CH:2]=[CH:3][CH:4]=[CH:5][CH:6]=1. Procedure: The procedure of Example 8 was employed, except that the starting material was 2 g of 2-phenyl-6-nitrotoluene which was reacted with 1.5 g of bromine and 0.110 g of benzoyl peroxide. In this way, 2 g (77% yield) of yellowish crystals were recovered.